Dataset: the Open Reaction Database (ORD), a public repository of structured organic reaction records. Task: describe an organic reaction: reactants, conditions, products, and yield Yields the product FC(C=1C=CC=2N(N1)C=C(N2)NC(=O)C2CC2)(C2=NN=C1N2C=C(C=C1)C=1C=NN(C1)C)F (N-(6-(difluoro(6-(1-methyl-1H-pyrazol-4-yl)-[1,2,4]triazolo[4,3-a]pyridin-3-yl)methyl)imidazo[1,2-b]pyridazin-2-yl)cyclopropanecarboxamide). Reagents/catalysts: C1=CC=C(C=C1)P([C-]2C=CC=C2)C3=CC=CC=C3.C1=CC=C(C=C1)P([C-]2C=CC=C2)C3=CC=CC=C3.Cl[Pd]Cl.[Fe+2] (PdCl2(dppf)). Reactants: C(Cl)Cl (CH2Cl2), C(=O)([O-])[O-].[Na+].[Na+] (Na2CO3), BrC=1C=CC=2N(C1)C(=NN2)C(C=2C=CC=1N(N2)C=C(N1)NC(=O)C1CC1)(F)F (N-(6-((6-bromo-[1,2,4]triazolo[4,3-a]pyridin-3-yl)difluoromethyl)imidazo[1,2-b]pyridazin-2-yl)cyclopropanecarboxamide), CN1N=CC(=C1)B1OC(C(O1)(C)C)(C)C (1-methyl-4-(4,4,5,5-tetramethyl-1,3,2-dioxaborolan-2-yl)-1H-pyrazole). Run in O1CCOCC1 (1,4-Dioxane). Yield: 71.0%. Procedure details: A mixture of N-(6-((6-bromo-[1,2,4]triazolo[4,3-a]pyridin-3-yl)difluoromethyl)imidazo[1,2-b]pyridazin-2-yl)cyclopropanecarboxamide (7.2 g, 16.06 mmol), 1-methyl-4-(4,4,5,5-tetramethyl-1,3,2-dioxaborolan-2-yl)-1H-pyrazole (5.01 g, 24.10 mmol) and PdCl2(dppf):CH2Cl2 (0.655 g, 0.803 mmol) in 1,4-Dioxane:1M Na2CO3 (Ratio: 2.1, Volume: 100 ml) was heated at 95° C. for 4 h. The reaction mixture cooled and concentrated to dryness via rotary evaporation, diluted with EtOAc and water. The resulting solid... As a reaction SMILES: Br[C:2]1[CH:3]=[CH:4][C:5]2[N:6]([C:8]([C:11]([F:28])([F:27])[C:12]3[CH:13]=[CH:14][C:15]4[N:16]([CH:18]=[C:19]([NH:21][C:22]([CH:24]5[CH2:26][CH2:25]5)=[O:23])[N:20]=4)[N:17]=3)=[N:9][N:10]=2)[CH:7]=1.[CH3:29][N:30]1[CH:34]=[C:33](B2OC(C)(C)C(C)(C)O2)[CH:32]=[N:31]1.C(Cl)Cl.C([O-])([O-])=O.[Na+].[Na+]>O1CCOCC1.C1C=CC(P(C2C=CC=CC=2)[C-]2C=CC=C2)=CC=1.C1C=CC(P(C2C=CC=CC=2)[C-]2C=CC=C2)=CC=1.Cl[Pd]Cl.[Fe+2]>[F:27][C:11]([F:28])([C:8]1[N:6]2[CH:7]=[C:2]([C:33]3[CH:32]=[N:31][N:30]([CH3:29])[CH:34]=3)[CH:3]=[CH:4][C:5]2=[N:10][N:9]=1)[C:12]1[CH:13]=[CH:14][C:15]2[N:16]([CH:18]=[C:19]([NH:21][C:22]([CH:24]3[CH2:26][CH2:25]3)=[O:23])[N:20]=2)[N:17]=1 |f:3.4.5,7.8.9.10|.